This data is from the Open Reaction Database (ORD), a public repository of structured organic reaction records. The task is: describe an organic reaction: reactants, conditions, products, and yield Reactants: CCOC(=O)c1nc2ccc(Cl)nn2c1C, [Na+], C1CCOC1, [OH-]. Product: Cc1c(C(=O)O)nc2ccc(Cl)nn12. Reaction SMILES: [Cl:1][c:2]1[cH:3][cH:4][c:5]2[n:6]([n:7]1)[c:8]([CH3:16])[c:9]([C:11](=[O:12])[O:13][CH2:14][CH3:15])[n:10]2.[Na+:18].[O:19]1[CH2:20][CH2:21][CH2:22][CH2:23]1.[OH-:17]>>[Cl:1][c:2]1[cH:3][cH:4][c:5]2[n:6]([n:7]1)[c:8]([CH3:16])[c:9]([C:11](=[O:12])[OH:13])[n:10]2. Starting materials: Br.BrCC(=O)C1=C(N=C2N1C=CC=N2)C (3-bromoacetyl-2-methylimidazo[1,2-a]pyrimidine hydrobromide), C(NN)(=S)OCC (ethyl thiocarbazate). The solvent is C(C)#N (acetonitrile). Product: Br.CC=1N=C2N(C=CC=N2)C1C1=NNC(SC1)=O (5-(2-methylimidazo[1,2-a]pyrimidin-3-yl)-3,6-dihydro-1,3,4-thiadiazin-2 -one hydrobromide). The yield is 37.8%. As a reaction SMILES: Br.[Br:2][CH2:3][C:4]([C:6]1[N:10]2[CH:11]=[CH:12][CH:13]=[N:14][C:9]2=[N:8][C:7]=1[CH3:15])=O.[C:16]([O:20]CC)(=[S:19])[NH:17][NH2:18]>C(#N)C>[BrH:2].[CH3:15][C:7]1[N:8]=[C:9]2[N:14]=[CH:13][CH:12]=[CH:11][N:10]2[C:6]=1[C:4]1[CH2:3][S:19][C:16](=[O:20])[NH:17][N:18]=1 |f:0.1,4.5|. Reported procedure: A mixture of 5.4 g of 3-bromoacetyl-2-methylimidazo[1,2-a]pyrimidine hydrobromide, 3 g of ethyl thiocarbazate and 100 ml of acetonitrile is stirred under reflux for 4 hours. After cooling, crystals are collected by filtration and recrystallized from methanol twice to give 2 g of 5-(2-methylimidazo[1,2-a]pyrimidin-3-yl)-3,6-dihydro-1,3,4-thiadiazin-2 -one hydrobromide as pale yellow crystals, melting at 285°-288° C. with decomposition. The reactants are C(CCC)[Li] (butyl lithium), C(C1=CC=CC=C1)=NC1=CC=NC=C1 (4-benzylideneamino pyridine). The solvent is CCCCCC (hexane), CCOCC (ether). The product is C1(=CC=CC=C1)C(CCCC)NC1=CC=NC=C1 (N-([α-phenyl]-n-pentyl)-4-pyridinamine). Yield: 32.7%. As a reaction SMILES: [CH2:1]([Li])[CH2:2][CH2:3][CH3:4].[CH:6](=[N:13][C:14]1[CH:19]=[CH:18][N:17]=[CH:16][CH:15]=1)[C:7]1[CH:12]=[CH:11][CH:10]=[CH:9][CH:8]=1>CCCCCC.CCOCC>[C:7]1([CH:6]([NH:13][C:14]2[CH:19]=[CH:18][N:17]=[CH:16][CH:15]=2)[CH2:1][CH2:2][CH2:3][CH3:4])[CH:8]=[CH:9][CH:10]=[CH:11][CH:12]=1. Procedure details: 0.03 Mole of butyl lithium in hexane as a 15% w/w solution was added dropwise to a stirred, cooled (-10° C.) solution of 5.46 grams (0.03 mole) of 4-benzylideneamino pyridine in 10 milliliters of dry ether. The mixture was allowed to warm to room temperature and then poured onto ice and extracted with methylene chloride. The organic phase was separated and extracted with 2 N hydrochloric acid. The extracts were basified with 2 N sodium hydroxide and extracted into methylene chloride. The resulti...